This data is from the Open Reaction Database (ORD), a public repository of structured organic reaction records. The task is: describe an organic reaction: reactants, conditions, products, and yield Reactants: ClC1=CC=C2C(=N1)SC(=C2)I (6-Chloro-2-iodothieno[2,3-b]pyridine), [Cu]C#N (Copper (I) Cyanide). Run in CN(C)C=O (DMF). Reaction conditions: temperature 130 celsius. Product: ClC1=CC=C2C(=N1)SC(=C2)C#N (6-Chlorothieno[2,3-b]pyridine-2-carbonitrile). As a reaction SMILES: [Cl:1][C:2]1[N:7]=[C:6]2[S:8][C:9](I)=[CH:10][C:5]2=[CH:4][CH:3]=1.[Cu][C:13]#[N:14]>CN(C=O)C>[Cl:1][C:2]1[N:7]=[C:6]2[S:8][C:9]([C:13]#[N:14])=[CH:10][C:5]2=[CH:4][CH:3]=1. Reported procedure: A mixture of 6-Chloro-2-iodothieno[2,3-b]pyridine (80 mg, 0.27 mmol) and Copper (I) Cyanide (36 mg, 0.41 mmol) in DMF (3 mL) was heated to 130° C. for 16 hrs. LC showed formation of the title product. The crude reaction was adsorbed onto silica gel, and purified by flash chromatography to obtain the title product. LC-MS (IE, m/z): 195 [M+1]+. Reactants: CC(=O)O, CS(=O)c1cc2nccc(Oc3ccc([N+](=O)[O-])cc3F)c2s1, [Fe]. Yields the product CS(=O)c1cc2nccc(Oc3ccc(N)cc3F)c2s1. As a reaction SMILES: [CH3:24][C:25](=[O:26])[OH:27].[F:1][c:2]1[c:3]([O:4][c:5]2[c:6]3[c:7]([n:8][cH:9][cH:10]2)[cH:11][c:12]([S:14](=[O:15])[CH3:16])[s:13]3)[cH:17][cH:18][c:19]([N+:21]([O-:22])=[O:23])[cH:20]1.[Fe:28]>>[F:1][c:2]1[c:3]([O:4][c:5]2[c:6]3[c:7]([n:8][cH:9][cH:10]2)[cH:11][c:12]([S:14](=[O:15])[CH3:16])[s:13]3)[cH:17][cH:18][c:19]([NH2:21])[cH:20]1. The reactants are O=C([O-])[O-], CCOC(C)OC1CCC(C)(OC(C)OCC)C(OC(C)=O)C=CC(C)C(C(C)=CC=CC(C)CC2OC2C(C)C(CC)OC(C)OCC)OC(=O)C1, CC(=O)O, CCOC(C)=O, CO, [K+], [K+], O. The product is CCOC(C)OC1CCC(C)(OC(C)OCC)C(O)C=CC(C)C(C(C)=CC=CC(C)CC2OC2C(C)C(CC)OC(C)OCC)OC(=O)C1. RXN SMILES: [C:1](=[O:2])([O-:3])[O-:4].[C:7](=[O:8])([CH3:9])[O:10][CH:11]1[C:12]([CH3:53])([O:54][CH:55]([CH3:56])[O:57][CH2:58][CH3:59])[CH2:13][CH2:14][CH:15]([O:47][CH:48]([CH3:49])[O:50][CH2:51][CH3:52])[CH2:16][C:17](=[O:18])[O:19][CH:20]([C:25](=[CH:26][CH:27]=[CH:28][CH:29]([CH2:30][CH:31]2[CH:32]([CH:33]([CH:34]([CH2:35][CH3:36])[O:37][CH:38]([CH3:39])[O:40][CH2:41][CH3:42])[CH3:43])[O:44]2)[CH3:45])[CH3:46])[CH:21]([CH3:24])[CH:22]=[CH:23]1.[CH3:60][C:61](=[O:62])[OH:63].[CH3:64][CH2:65][O:66][C:67](=[O:68])[CH3:69].[CH3:70][OH:71].[K+:5].[K+:6].[OH2:72]>>[OH:10][CH:11]1[C:12]([CH3:53])([O:54][CH:55]([CH3:56])[O:57][CH2:58][CH3:59])[CH2:13][CH2:14][CH:15]([O:47][CH:48]([CH3:49])[O:50][CH2:51][CH3:52])[CH2:16][C:17](=[O:18])[O:19][CH:20]([C:25](=[CH:26][CH:27]=[CH:28][CH:29]([CH2:30][CH:31]2[CH:32]([CH:33]([CH:34]([CH2:35][CH3:36])[O:37][CH:38]([CH3:39])[O:40][CH2:41][CH3:42])[CH3:43])[O:44]2)[CH3:45])[CH3:46])[CH:21]([CH3:24])[CH:22]=[CH:23]1.